From a dataset of the Open Reaction Database (ORD), a public repository of structured organic reaction records. describe an organic reaction: reactants, conditions, products, and yield Reactants: FC=1C=C(CBr)C=CC1F (3,4-difluorobenzyl bromide), CC(=O)C (acetone), ethyl acetate-petroleum ether. Yields the product FC=1C=C(C=CC1F)CC(C)(O)C (1-(3,4-difluorophenyl)-2-methylpropan-2-ol). Reaction SMILES: [F:1][C:2]1[CH:3]=[C:4]([CH:7]=[CH:8][C:9]=1[F:10])[CH2:5]Br.[CH3:11][C:12]([CH3:14])=[O:13]>>[F:1][C:2]1[CH:3]=[C:4]([CH2:5][C:12]([CH3:14])([OH:13])[CH3:11])[CH:7]=[CH:8][C:9]=1[F:10]. Procedure details: From 23.0 g (111 mmol) of 3,4-difluorobenzyl bromide a Grignard is prepared, which is then reacted with 11.6 mL (158 mmol) of acetone. Slightly yellow oil. Yield: 9.7 g (47%); Rf value: 0.55 (ethyl acetate-petroleum ether (1:3)). Starting materials: [Al+3], C1CCOC1, COc1ccc(CCC2(CCC(Cc3ccc(OC)c(OC)c3)[N+](=O)[O-])OCCO2)cc1, [H-], [H-], [H-], [H-], [Li+], [Na+], [Na+], O=S(=O)([O-])[O-]. Yields the product COc1ccc(CCC2(CCC(N)Cc3ccc(OC)c(OC)c3)OCCO2)cc1. As a reaction SMILES: [Al+3:2].[CH2:46]1[O:47][CH2:48][CH2:49][CH2:50]1.[CH3:7][O:8][c:9]1[cH:10][c:11]([CH2:17][CH:18]([CH2:19][CH2:20][C:21]2([CH2:22][CH2:23][c:24]3[cH:25][cH:26][c:27]([O:30][CH3:31])[cH:28][cH:29]3)[O:32][CH2:33][CH2:34][O:35]2)[N+:36]([O-:37])=[O:38])[cH:12][cH:13][c:14]1[O:15][CH3:16].[H-:1].[H-:4].[H-:5].[H-:6].[Li+:3].[Na+:39].[Na+:40].[O-:41][S:42]([O-:43])(=[O:44])=[O:45]>>[CH3:7][O:8][c:9]1[cH:10][c:11]([CH2:17][CH:18]([CH2:19][CH2:20][C:21]2([CH2:22][CH2:23][c:24]3[cH:25][cH:26][c:27]([O:30][CH3:31])[cH:28][cH:29]3)[O:32][CH2:33][CH2:34][O:35]2)[NH2:36])[cH:12][cH:13][c:14]1[O:15][CH3:16]. Starting materials: [OH-].[Na+] (NaOH), C(CCC)N1CCC2=CC=C(C=C12)C(=O)OC (Methyl 1-butylindoline-6-carboxylate), Cl (HCl). Solvent: CO (methanol). Conditions: temperature 60 celsius. The product is C(CCC)N1CCC2=CC=C(C=C12)C(=O)O (1-Butylindoline-6-carboxylic acid). The yield is 77.1%. Reaction SMILES: [CH2:1]([N:5]1[C:13]2[C:8](=[CH:9][CH:10]=[C:11]([C:14]([O:16]C)=[O:15])[CH:12]=2)[CH2:7][CH2:6]1)[CH2:2][CH2:3][CH3:4].[OH-].[Na+].Cl>CO>[CH2:1]([N:5]1[C:13]2[C:8](=[CH:9][CH:10]=[C:11]([C:14]([OH:16])=[O:15])[CH:12]=2)[CH2:7][CH2:6]1)[CH2:2][CH2:3][CH3:4] |f:1.2|. Procedure: To a mixture of Methyl 1-butylindoline-6-carboxylate (1.6 g) in methanol (20 mL) was added 1N NaOH (5.0 mL). The mixture was heated at 60° C. for 2 h then cooled to room temperature, poured into 1N HCl and extracted into ethyl acetate. The ethyl acetate extract was dried over anhydrous magnesium sulfate and concentrated to give 1.16 g of the title compound: 1H NMR (CDCl3) δ 0.974, 1.43, 1.60, 3.01, 3.11, 3.42, 7.1, 7.43. The reactants are C1(CC1)CNN1C(C(=C(C2=CC=CC=C12)O)C1=NS(C2=C(N1)C=CC(=C2)OCC(=O)O)(=O)=O)=O ([(3-{1-[(cyclopropylmethyl)amino]-4-hydroxy-2-oxo-1,2-dihydroquinolin-3-yl}-1,1-dioxido-4H-1,2,4-benzothiadiazin-7-yl)oxy]acetic acid), Cl.CN(CCCN=C=NCC)C (1-[3-(dimethylamino)propyl]-3-ethylcarbodiimide hydrochloride), ON1N=NC2=C1C=CC=C2 (1-hydroxybenzotriazole), C(C)(C)(C)OC(NC1CNCC1)=O (pyrrolidin-3-yl-carbamic acid tert-butyl ester). Solvent: CN(C=O)C (N,N-dimethylformamide), C(C)(=O)OCC (ethyl acetate). Conditions: time 1 day. Product: NC1CN(CC1)C(COC1=CC2=C(NC(=NS2(=O)=O)C=2C(N(C3=CC=CC=C3C2O)NCC2CC2)=O)C=C1)=O (3-{7-[2-(3-aminopyrrolidin-1-yl)-2-oxoethoxy]-1,1-dioxido-4H-1,2,4-benzothiadiazin-3-yl}-1-[(cyclopropylmethyl)amino]-4-hydroxyquinolin-2(1H)-one). Yield: 54.3%. As a reaction SMILES: [CH:1]1([CH2:4][NH:5][N:6]2[C:15]3[C:10](=[CH:11][CH:12]=[CH:13][CH:14]=3)[C:9]([OH:16])=[C:8]([C:17]3[NH:22][C:21]4[CH:23]=[CH:24][C:25]([O:27][CH2:28][C:29]([OH:31])=O)=[CH:26][C:20]=4[S:19](=[O:33])(=[O:32])[N:18]=3)[C:7]2=[O:34])[CH2:3][CH2:2]1.Cl.C[N:37]([CH3:46])[CH2:38][CH2:39][CH2:40][N:41]=C=NCC.ON1C2C=CC=CC=2N=N1.C(OC(=O)NC1CCNC1)(C)(C)C>CN(C)C=O.C(OCC)(=O)C>[NH2:41][CH:40]1[CH2:39][CH2:38][N:37]([C:29](=[O:31])[CH2:28][O:27][C:25]2[CH:24]=[CH:23][C:21]3[NH:22][C:17]([C:8]4[C:7](=[O:34])[N:6]([NH:5][CH2:4][CH:1]5[CH2:2][CH2:3]5)[C:15]5[C:10]([C:9]=4[OH:16])=[CH:11][CH:12]=[CH:13][CH:14]=5)=[N:18][S:19](=[O:32])(=[O:33])[C:20]=3[CH:26]=2)[CH2:46]1 |f:1.2|. Procedure: The product of Example 384B (24 mg, 0,05 mmole), 1-[3-(dimethylamino)propyl]-3-ethylcarbodiimide hydrochloride (16 mg, 0.08 mmol) and 1-hydroxybenzotriazole (14 mg, 0.1 mmol) in N,N-dimethylformamide (2 mL) was added pyrrolidin-3-yl-carbamic acid tert-butyl ester(19 mg, 0.1 mmol). The mixture was stirred for 1 day. The solution was poured into ethyl acetate (40 mL) and washed with saturated aqueous sodium bicarbonate, water, and brine, dried with magnesium sulfate, filtered and concentrated. The... Starting materials: CC(=O)O[BH-](OC(C)=O)OC(C)=O, CCCNC1CCc2ccc(OC)cc2C1, CCN(C(C)C)C(C)C, ClCCCl, [Na+], O=CCCCN1CCCOC1=O. Yields the product CCCN(CCCCN1CCCOC1=O)C1CCc2ccc(OC)cc2C1. RXN SMILES: [C:38]([O:39][BH-:40]([O:41][C:42](=[O:43])[CH3:44])[O:45][C:46](=[O:47])[CH3:48])(=[O:49])[CH3:50].[CH3:1][O:2][c:3]1[cH:4][cH:5][c:6]2[c:11]([cH:12]1)[CH2:10][CH:9]([NH:13][CH2:14][CH2:15][CH3:16])[CH2:8][CH2:7]2.[CH:29]([N:30]([CH:31]([CH3:32])[CH3:33])[CH2:34][CH3:35])([CH3:36])[CH3:37].[Cl:52][CH2:53][CH2:54][Cl:55].[Na+:51].[O:17]=[C:18]1[O:19][CH2:20][CH2:21][CH2:22][N:23]1[CH2:24][CH2:25][CH2:26][CH:27]=[O:28]>>[CH3:1][O:2][c:3]1[cH:4][cH:5][c:6]2[c:11]([cH:12]1)[CH2:10][CH:9]([N:13]([CH2:14][CH2:15][CH3:16])[CH2:27][CH2:26][CH2:25][CH2:24][N:23]1[C:18](=[O:17])[O:19][CH2:20][CH2:21][CH2:22]1)[CH2:8][CH2:7]2. Reactants: C(C)OC(=O)C1C(C1C=C(C1=CC=C(C=C1)OC(F)(F)F)Cl)(C)C (2,2-dimethyl-3-(2-chloro-2-(4-trifluoromethoxy-phenyl)-vinyl)-cyclopropanecarboxylic acid ethyl ester), [OH-].[Na+] (sodium hydroxide). Run in C(C)O (ethanol), O (water). Product: CC1(C(C1C=C(C1=CC=C(C=C1)OC(F)(F)F)Cl)C(=O)O)C (2,2-dimethyl-3-(2-chloro-2-(4-trifluoromethoxy-phenyl)-vinyl)-cyclopropanecarboxylic acid). The yield is 68.2%. As a reaction SMILES: C([O:3][C:4]([CH:6]1[CH:8]([CH:9]=[C:10]([Cl:22])[C:11]2[CH:16]=[CH:15][C:14]([O:17][C:18]([F:21])([F:20])[F:19])=[CH:13][CH:12]=2)[C:7]1([CH3:24])[CH3:23])=[O:5])C.[OH-].[Na+]>C(O)C.O>[CH3:23][C:7]1([CH3:24])[CH:8]([CH:9]=[C:10]([Cl:22])[C:11]2[CH:12]=[CH:13][C:14]([O:17][C:18]([F:20])([F:21])[F:19])=[CH:15][CH:16]=2)[CH:6]1[C:4]([OH:5])=[O:3] |f:1.2|. Reported procedure: 30.8 g (0.085 mol) of 2,2-dimethyl-3-(2-chloro-2-(4-trifluoromethoxy-phenyl)-vinyl)-cyclopropanecarboxylic acid ethyl ester were dissolved in 100 ml of ethanol, a solution of 4 g (0.1 mol) of sodium hydroxide in 100 ml of water was then added and the mixture was heated to the reflux temperature for 4 hours, while stirring. The ethanol was then distilled off under a waterpump vacuum, the residue was taken up in 300 ml of warm water and the mixture was extracted once with 300 ml of methylene chlor... The reactants are COc1ccccc1N1CCNCC1, CC(O)c1cc2cccc(OCC3CO3)c2o1. The product is COc1ccccc1N1CCN(CC(O)COc2cccc3cc(C(C)O)oc23)CC1. RXN SMILES: [CH3:18][O:19][c:20]1[c:21]([N:26]2[CH2:27][CH2:28][NH:29][CH2:30][CH2:31]2)[cH:22][cH:23][cH:24][cH:25]1.[O:1]1[CH:2]([CH2:3][O:4][c:5]2[cH:6][cH:7][cH:8][c:9]3[cH:10][c:11]([CH:14]([CH3:15])[OH:16])[o:12][c:13]23)[CH2:17]1>>[OH:1][CH:2]([CH2:3][O:4][c:5]1[cH:6][cH:7][cH:8][c:9]2[cH:10][c:11]([CH:14]([CH3:15])[OH:16])[o:12][c:13]12)[CH2:17][N:29]1[CH2:28][CH2:27][N:26]([c:21]2[c:20]([O:19][CH3:18])[cH:25][cH:24][cH:23][cH:22]2)[CH2:31][CH2:30]1.